describe an organic reaction: reactants, conditions, products, and yield From a dataset of the Open Reaction Database (ORD), a public repository of structured organic reaction records. Reactants: COC(=O)c1ccc(C(=O)Nc2ccccc2OC)cc1, COc1ccc(P2(=S)SP(=S)(c3ccc(OC)cc3)S2)cc1, Cc1ccccc1. Yields the product COC(=O)c1ccc(C(=S)Nc2ccccc2OC)cc1. Reaction SMILES: [CH3:1][O:2][C:3](=[O:4])[c:5]1[cH:6][cH:7][c:8]([C:9](=[O:10])[NH:11][c:12]2[c:13]([O:18][CH3:19])[cH:14][cH:15][cH:16][cH:17]2)[cH:20][cH:21]1.[CH3:22][O:23][c:24]1[cH:25][cH:26][c:27]([P:28]2(=[S:31])[S:29][P:30]([c:32]3[cH:33][cH:34][c:35]([O:36][CH3:37])[cH:38][cH:39]3)(=[S:40])[S:41]2)[cH:42][cH:43]1.[CH3:44][c:45]1[cH:46][cH:47][cH:48][cH:49][cH:50]1>>[CH3:1][O:2][C:3](=[O:4])[c:5]1[cH:6][cH:7][c:8]([C:9]([NH:11][c:12]2[c:13]([O:18][CH3:19])[cH:14][cH:15][cH:16][cH:17]2)=[S:31])[cH:20][cH:21]1. Starting materials: ClC1=CC=C(C=C1)C=1C=C(NC1)C(=O)O (4-(4-Chlorophenyl)pyrrole-2-carboxylic acid), C(C)O (ethanol). The reagents and catalysts are [Pd] (Pd/C). Run in C(C)N(CC)CC (triethylamine). Conditions: time 3 hour. The product is C1(=CC=CC=C1)C=1C=C(NC1)C(=O)O (4-phenylpyrrole-2-carboxylic acid). Isolated yield 78.9%. Reaction SMILES: Cl[C:2]1[CH:7]=[CH:6][C:5]([C:8]2[CH:9]=[C:10]([C:13]([OH:15])=[O:14])[NH:11][CH:12]=2)=[CH:4][CH:3]=1.C(O)C>[Pd].C(N(CC)CC)C>[C:5]1([C:8]2[CH:9]=[C:10]([C:13]([OH:15])=[O:14])[NH:11][CH:12]=2)[CH:4]=[CH:3][CH:2]=[CH:7][CH:6]=1. Procedure details: 4-(4-Chlorophenyl)pyrrole-2-carboxylic acid (0.6 g.) was hydrogenated over 200 mg. of b 5% Pd/C in 50 ml. of ethanol for approximately 16 hours at 50 p.s.i. An additional 200 ml. of catalyst and 1 ml. of triethylamine was added and hydrogenation continued for 3 hours at 50 p.s.i. The catalyst was recovered by filtration, and the mother liquid concentrated to dryness to yield 4-phenylpyrrole-2-carboxylic acid [400 mg., m.p. 226°-228° C. (dec.), m/e 187]. For analysis, the product was recrystalliz... Yields the product ClC1=CC=C(C(=O)NC(C(=O)O)CC2=CNC3=CC=CC=C23)C=C1 (2-(4-chlorobenzoylamino)-3-(indol-3-yl)propionic acid). Yield: 74.5%. Starting materials: N[C@H](CC1=CNC2=CC=CC=C12)C(=O)O (D-tryptophane), ClC1=CC=C(C(=O)Cl)C=C1 (4-chlorobenzoyl chloride). As a reaction SMILES: [NH2:1][C@@H:2]([C:13]([OH:15])=[O:14])[CH2:3][C:4]1[C:12]2[C:7](=[CH:8][CH:9]=[CH:10][CH:11]=2)[NH:6][CH:5]=1.[Cl:16][C:17]1[CH:25]=[CH:24][C:20]([C:21](Cl)=[O:22])=[CH:19][CH:18]=1>>[Cl:16][C:17]1[CH:25]=[CH:24][C:20]([C:21]([NH:1][CH:2]([CH2:3][C:4]2[C:12]3[C:7](=[CH:8][CH:9]=[CH:10][CH:11]=3)[NH:6][CH:5]=2)[C:13]([OH:15])=[O:14])=[O:22])=[CH:19][CH:18]=1. Procedure: By using 10 g of D-tryptophane and 9 g of 4-chlorobenzoyl chloride, and a method similar to that described in reference Example 6, recrystallized from methanol-water, there was obtained 12.5 g of 2-(4-chlorobenzoylamino)-3-(indol-3-yl)propionic acid. Colorless needle-like crystals. Melting point: 100°-102° C. [α]D20 +51.5° (C=1, methanol) Starting materials: O=C1CCC(=O)N1Br, CCOC(=O)c1nc2c(Cl)nc3cc(C(F)(F)F)ccc3n2c1C, ClC(Cl)(Cl)Cl. The product is CCOC(=O)c1nc2c(Cl)nc3cc(C(F)(F)F)ccc3n2c1CBr. Reaction SMILES: [Br:25][N:26]1[C:27](=[O:28])[CH2:29][CH2:30][C:31]1=[O:32].[Cl:1][c:2]1[c:3]2[n:4]([c:5]3[cH:6][cH:7][c:8]([C:12]([F:13])([F:14])[F:15])[cH:9][c:10]3[n:11]1)[c:16]([CH3:24])[c:17]([C:19](=[O:20])[O:21][CH2:22][CH3:23])[n:18]2.[Cl:33][C:34]([Cl:35])([Cl:36])[Cl:37]>>[Cl:1][c:2]1[c:3]2[n:4]([c:5]3[cH:6][cH:7][c:8]([C:12]([F:13])([F:14])[F:15])[cH:9][c:10]3[n:11]1)[c:16]([CH2:24][Br:25])[c:17]([C:19](=[O:20])[O:21][CH2:22][CH3:23])[n:18]2. Reactants: OC1=C2C(OCC2=C(C(=C1C/C=C(/C(CC(=O)OCC)OC)\C)OC)C)=O (ethyl (E)-6-(1,3-dihydro-4-hydroxy-6-methoxy-7-methyl-3-oxoisobenzofuran-5-yl)-3-methoxy-4-methyl-4-hexenoate). Run in CCCCCC.C(Cl)Cl (hexane methylene chloride). Yields the product OC1=C2C(OCC2=C(C(=C1C/C=C(/C(CC(=O)O)OC)\C)OC)C)=O ((E)-6-(1,3-dihydro-4-hydroxy-6-methoxy-7-methyl-3-oxoisobenzofuran-5-yl)-3-methoxy-4-methyl-4-hexenoic acid). RXN SMILES: [OH:1][C:2]1[C:10]([CH2:11]/[CH:12]=[C:13](\[CH3:23])/[CH:14]([O:21][CH3:22])[CH2:15][C:16]([O:18]CC)=[O:17])=[C:9]([O:24][CH3:25])[C:8]([CH3:26])=[C:7]2[C:3]=1[C:4](=[O:27])[O:5][CH2:6]2>CCCCCC.C(Cl)Cl>[OH:1][C:2]1[C:10]([CH2:11]/[CH:12]=[C:13](\[CH3:23])/[CH:14]([O:21][CH3:22])[CH2:15][C:16]([OH:18])=[O:17])=[C:9]([O:24][CH3:25])[C:8]([CH3:26])=[C:7]2[C:3]=1[C:4](=[O:27])[O:5][CH2:6]2 |f:1.2|. Procedure: By following the procedure of Example ZA-6A and substituting methyl (E)-6-(1,3-dihydro-4-hydroxy-6-methoxy-7-methyl-3-oxoisobenzofuran-5-yl) 2,4-dimethyl-4-hexenoate with ethyl (E)-6-(1,3-dihydro-4-hydroxy-6-methoxy-7-methyl-3-oxoisobenzofuran-5-yl)-3-methoxy-4-methyl-4-hexenoate and the corresponding compounds of Formula I-ZA-M1 prepared as described in Part A above, there are obtained (E)-6-(1,3-dihydro-4-hydroxy-6-methoxy-7-methyl-3-oxoisobenzofuran-5-yl)-3-methoxy-4-methyl-4-hexenoic acid, m... Reactants: C([O-])([O-])=O.[K+].[K+] (potassium carbonate), FC(C1=CC=C(CBr)C=C1)(F)F (4-(trifluoromethyl)benzyl bromide), OC=1C=C(C(=O)N)C=CC1 (3-hydroxybenzamide). Solvent: C(C)#N (acetonitrile). The product is FC(C1=CC=C(COC=2C=C(C(=O)N)C=CC2)C=C1)(F)F (3-(4-Trifluoromethylbenzyloxy)benzamide). RXN SMILES: [OH:1][C:2]1[CH:3]=[C:4]([CH:8]=[CH:9][CH:10]=1)[C:5]([NH2:7])=[O:6].C(=O)([O-])[O-].[K+].[K+].[F:17][C:18]([F:28])([F:27])[C:19]1[CH:26]=[CH:25][C:22]([CH2:23]Br)=[CH:21][CH:20]=1>C(#N)C>[F:17][C:18]([F:27])([F:28])[C:19]1[CH:26]=[CH:25][C:22]([CH2:23][O:1][C:2]2[CH:3]=[C:4]([CH:8]=[CH:9][CH:10]=2)[C:5]([NH2:7])=[O:6])=[CH:21][CH:20]=1 |f:1.2.3|. Procedure: 3-hydroxybenzamide (0.137 g; 1 mmol) was dissolved in anhydrous acetonitrile (20 ml) under a nitrogen atmosphere. To this was added potassium carbonate (0.138 g; 1 mmol) and 4-(trifluoromethyl)benzyl bromide (0.155 ml; 1 mmol). This mixture was left to reflux for 17 hours. Starting materials: C1(C=2C(C(N1)=O)=CC=CC2)=O.NC(=O)OCC (urethane phthalimide), NN (hydrazine). Solvent: C(C)(C)O (isopropanol). Conditions: time 4 hour. Product: C(C1=CC=CC=C1)OC(=O)N[C@@H]1CC[C@H](CC1)CN (trans-4-(benzyloxycarbonyl)aminocyclohexylmethyl amine). RXN SMILES: C1(=O)[NH:5][C:4](=O)[C:3]2=[CH:7][CH:8]=[CH:9][CH:10]=[C:2]12.[NH2:12][C:13]([O:15][CH2:16][CH3:17])=[O:14].NN>C(O)(C)C>[CH2:16]([O:15][C:13]([NH:12][C@H:9]1[CH2:10][CH2:2][C@H:3]([CH2:4][NH2:5])[CH2:7][CH2:8]1)=[O:14])[C:17]1[CH:4]=[CH:3][CH:2]=[CH:10][CH:9]=1 |f:0.1|. Procedure details: The above urethane phthalimide was treated with 1 equiv anhydrous hydrazine in isopropanol for 18 h at room temperature followed by 4 h reflux. The mixture was concentrated, diluted with cold aqueous acetic acid and filtered to remove phthalazinedione. The aqueous layer was basified with NaOH followed by extraction with ethyl acetate, drying, and evaporation to afford the desired product as a solid. mp 118-121.